This data is from the Open Reaction Database (ORD), a public repository of structured organic reaction records. The task is: describe an organic reaction: reactants, conditions, products, and yield Reactants: Br.Br.C(C1=CC=CC=C1)N1[C@@H]2CN[C@H](C1)C2 ((1S,4S)-2-benzyl-2,5-diazabicyclo(2.2.1)heptane 2HBr), C(C)(C)N(CC)C(C)C (diisopropylethylamine), ClCCC(=O)Cl (chloropropionyl chloride), C(C)(C)N(CC)C(C)C (diisopropylethylamine), CC=1C=C(C(=O)N2CC(NCC2)C2=CC(=C(C=C2)Cl)Cl)C=C(C1)C ((+)-[3,5-dimethylbenzoyl]-3-(3,4-dichlorophenyl)piperazine). Solvent: C(Cl)Cl (CH2Cl2). Run at time 20 minute. The product is ClC=1C=C(C=CC1Cl)C1N(CCN(C1)C(C1=CC(=CC(=C1)C)C)=O)C(CCN1[C@@H]2CN([C@H](C1)C2)CC2=CC=CC=C2)=O (2-(3,4-dichlorophenyl)-4-(3,5-dimethylbenzoyl)-1-[3-[5-(phenylmethyl)-(1S,4S)-2,5-diazabicyclo[2.2.1]heptane-2-yl]-1-oxopropyl]piperazine). Isolated yield 28.7%. Reaction SMILES: C(N(C(C)C)CC)(C)C.[CH3:10][C:11]1[CH:12]=[C:13]([CH:30]=[C:31]([CH3:33])[CH:32]=1)[C:14]([N:16]1[CH2:21][CH2:20][NH:19][CH:18]([C:22]2[CH:27]=[CH:26][C:25]([Cl:28])=[C:24]([Cl:29])[CH:23]=2)[CH2:17]1)=[O:15].Cl[CH2:35][CH2:36][C:37](Cl)=[O:38].Br.Br.[CH2:42]([N:49]1[CH2:54][C@@H:53]2[CH2:55][C@H:50]1[CH2:51][NH:52]2)[C:43]1[CH:48]=[CH:47][CH:46]=[CH:45][CH:44]=1>C(Cl)Cl>[Cl:29][C:24]1[CH:23]=[C:22]([CH:18]2[CH2:17][N:16]([C:14](=[O:15])[C:13]3[CH:30]=[C:31]([CH3:33])[CH:32]=[C:11]([CH3:10])[CH:12]=3)[CH2:21][CH2:20][N:19]2[C:37](=[O:38])[CH2:36][CH2:35][N:52]2[CH2:51][C@@H:50]3[CH2:55][C@H:53]2[CH2:54][N:49]3[CH2:42][C:43]2[CH:48]=[CH:47][CH:46]=[CH:45][CH:44]=2)[CH:27]=[CH:26][C:25]=1[Cl:28] |f:3.4.5|. Procedure details: To a cooled solution of CH2Cl2 (10 mL) containing diisopropylethylamine (0.275 mL, 2.0 mmol) and [3,5-dimethylbenzoyl]-3-(3,4-dichlorophenyl)piperazine (Enantiomer B) (Example 4) (305 mg, 0.84 mmol) was added chloropropionyl chloride (0.075 mL, 0.8 mmol). The reaction mixture was allowed to warm to room temperature. After 20 minutes, (1S,4S)-2-benzyl-2,5-diazabicyclo(2.2.1)heptane 2HBr (297 mg, 0.85 mmol) and diisopropylethylamine (0.275 mL, 2.0 mmol) were added and the mixture was left over nig... Reaction conditions: temperature 80 celsius. Starting materials: OO (hydrogen peroxide), C([O-])([O-])=O.[K+].[K+] (potassium carbonate), ClC=1C=CC=2C3=C(NC2C1)C(=CN=C3N[C@@H](C(F)(F)F)C3CC3)C#N (7-Chloro-1-{[(1R)-1-cyclopropyl-2,2,2-trifluoroethyl]amino}-5H-pyrido[4,3-b]indole-4-carbonitrile), C([O-])([O-])=O.[K+].[K+] (potassium carbonate), resultant mixture, CS(=O)C (DMSO), OO (hydrogen peroxide). As a reaction SMILES: [Cl:1][C:2]1[CH:3]=[CH:4][C:5]2[C:6]3[C:14]([NH:15][C@H:16]([CH:21]4[CH2:23][CH2:22]4)[C:17]([F:20])([F:19])[F:18])=[N:13][CH:12]=[C:11]([C:24]#[N:25])[C:7]=3[NH:8][C:9]=2[CH:10]=1.C(=O)([O-])[O-:27].[K+].[K+].CS(C)=O.OO>CCOC(C)=O>[Cl:1][C:2]1[CH:3]=[CH:4][C:5]2[C:6]3[C:14]([NH:15][C@H:16]([CH:21]4[CH2:22][CH2:23]4)[C:17]([F:18])([F:20])[F:19])=[N:13][CH:12]=[C:11]([C:24]([NH2:25])=[O:27])[C:7]=3[NH:8][C:9]=2[CH:10]=1 |f:1.2.3|. Yields the product ClC=1C=CC=2C3=C(NC2C1)C(=CN=C3N[C@@H](C(F)(F)F)C3CC3)C(=O)N (7-Chloro-1-{[(1R)-1-cyclopropyl-2,2,2-trifluoroethyl]amino}-5H-pyrido[4,3-b]indole-4-carboxamide). Run in CCOC(=O)C (EtOAc). Procedure details: 7-Chloro-1-{[(1R)-1-cyclopropyl-2,2,2-trifluoroethyl]amino}-5H-pyrido[4,3-b]indole-4-carbonitrile (4.48 g, 12.3 mmol) and potassium carbonate (8.49 g, 61.4 mmol) were placed in a flask. DMSO (246 ml) and 30% hydrogen peroxide (12.55 ml, 123 mmol) were added and the solution heated at 80° C. for 2 h. Additional 30% hydrogen peroxide (12.55 mL, 123 mmol) and potassium carbonate (8.49 g, 61.4 mmol) were added. The resultant mixture was heated to 80° C. for 2 h, cooled to room temperature, and dilut...